This data is from the Open Reaction Database (ORD), a public repository of structured organic reaction records. The task is: describe an organic reaction: reactants, conditions, products, and yield Reactants: Cl.C1(CC1)COC1=C(C=C(C=C1)C)C=1C2=C(N=C(N1)C)C(=C(N2)C)C(=O)NC2CCNCC2 (4-[2-(cyclopropylmethoxy)-5-methylphenyl]-2,6-dimethyl-N-(piperidin-4-yl)-5H-pyrrolo[3,2-d]pyrimidine-7-carboxamide hydrochloride), C(C)(=O)Cl (acetyl chloride). Yields the product C(C)(=O)N1CCC(CC1)NC(=O)C1=C(NC2=C1N=C(N=C2C2=C(C=CC(=C2)C)OCC2CC2)C)C (N-(1-Acetylpiperidin-4-yl)-4-[2-(cyclopropylmethoxy)-5-methylphenyl]-2,6-dimethyl-5H-pyrrolo[3,2-d]pyrimidine-7-carboxamide). As a reaction SMILES: Cl.[CH:2]1([CH2:5][O:6][C:7]2[CH:12]=[CH:11][C:10]([CH3:13])=[CH:9][C:8]=2[C:14]2[C:15]3[NH:23][C:22]([CH3:24])=[C:21]([C:25]([NH:27][CH:28]4[CH2:33][CH2:32][NH:31][CH2:30][CH2:29]4)=[O:26])[C:16]=3[N:17]=[C:18]([CH3:20])[N:19]=2)[CH2:4][CH2:3]1.[C:34](Cl)(=[O:36])[CH3:35]>>[C:34]([N:31]1[CH2:30][CH2:29][CH:28]([NH:27][C:25]([C:21]2[C:16]3[N:17]=[C:18]([CH3:20])[N:19]=[C:14]([C:8]4[CH:9]=[C:10]([CH3:13])[CH:11]=[CH:12][C:7]=4[O:6][CH2:5][CH:2]4[CH2:3][CH2:4]4)[C:15]=3[NH:23][C:22]=2[CH3:24])=[O:26])[CH2:33][CH2:32]1)(=[O:36])[CH3:35] |f:0.1|. Procedure: Starting from 4-[2-(cyclopropylmethoxy)-5-methylphenyl]-2,6-dimethyl-N-(piperidin-4-yl)-5H-pyrrolo[3,2-d]pyrimidine-7-carboxamide hydrochloride (example D.f57) and commercially available acetyl chloride the title compound is obtained as colorless solid.